Dataset: the Open Reaction Database (ORD), a public repository of structured organic reaction records. Task: describe an organic reaction: reactants, conditions, products, and yield The product is FC1=CC=C(CNC(=O)C=2N=C3N(C(C2O)=O)CCCC3)C=C1 (N-(4-Fluorobenzyl)-3-hydroxy-4-oxo-6,7,8,9-tetrahydro-4H-pyrido[1,2-a]pyrimidine-2-carboxamide). Starting materials: OC1=C(N=C2N(C1=O)CCCC2)C(=O)OC (methyl 3-hydroxy-4-oxo-6,7,8,9-tetrahydro-4H-pyrido[1,2-a]pyrimidine-2-carboxylate), FC1=CC=C(CN)C=C1 (4-fluoro-benzylamine). As a reaction SMILES: [OH:1][C:2]1[C:7](=[O:8])[N:6]2[CH2:9][CH2:10][CH2:11][CH2:12][C:5]2=[N:4][C:3]=1[C:13]([O:15]C)=O.[F:17][C:18]1[CH:25]=[CH:24][C:21]([CH2:22][NH2:23])=[CH:20][CH:19]=1>CO>[F:17][C:18]1[CH:25]=[CH:24][C:21]([CH2:22][NH:23][C:13]([C:3]2[N:4]=[C:5]3[CH2:12][CH2:11][CH2:10][CH2:9][N:6]3[C:7](=[O:8])[C:2]=2[OH:1])=[O:15])=[CH:20][CH:19]=1. Reported procedure: A solution of methyl 3-hydroxy-4-oxo-6,7,8,9-tetrahydro-4H-pyrido[1,2-a]pyrimidine-2-carboxylate obtained in Step 3b or Step 5a and 4-fluoro-benzylamine (2 eq.) in methanol was stirred and heated to 65° C. for 22 h. The solvent was removed under reduced pressure and the title product was obtained by preparative RP-HPLC, using water (0.1% TFA) and acetonitrile (0.1% TFA) as eluents (column: C18). The pooled product fractions were lyophilized to afford the title compound as a fluffy white material... Run at temperature 65 celsius. Solvent: CO (methanol). Reactants: ClC(Cl)(OC(OC(Cl)(Cl)Cl)=O)Cl (triphosgene), BrC=1C(=NC=CC1Cl)NN (1-(3-bromo-4-chloropyridin-2-yl)hydrazine). The solvent is C1CCOC1 (THF). Reaction conditions: time 8 hour. Product: BrC=1C=2N(C=CC1Cl)C(NN2)=O (8-bromo-7-chloro-[1,2,4]triazolo[4,3-a]pyridin-3(2H)-one). The yield is 32.7%. As a reaction SMILES: Cl[C:2](Cl)([O:4]C(=O)OC(Cl)(Cl)Cl)Cl.[Br:13][C:14]1[C:15]([NH:21][NH2:22])=[N:16][CH:17]=[CH:18][C:19]=1[Cl:20]>C1COCC1>[Br:13][C:14]1[C:15]2[N:16]([C:2](=[O:4])[NH:22][N:21]=2)[CH:17]=[CH:18][C:19]=1[Cl:20]. Procedure: To a stirring solution of triphosgene (5.766 g, 19.43 mmol) in anhydrous THF (50 mL) at room temperature was added 1-(3-bromo-4-chloropyridin-2-yl)hydrazine (1.438 g, 70% pure) portion-wise over 15 min. The resulting suspension was stirred under argon at room temperature overnight, then cooled at 0° C. and quenched carefully by slow addition of water (30 mL). The resulting yellowish suspension was filtered, and the solid collected was washed with water (20 mL×3), then diethyl ether (5 mL), and d... The reactants are ClC1=CC(=C(OC2=CC=C(C=C2)C(C)O)C=C1)[N+](=O)[O-] (1-[4-(4-Chloro-2-nitro-phenoxy)-phenyl]-ethanol), C1(=CC=CC=C1)P(=O)(C1=CC=CC=C1)N=[N+]=[N-] (diphenylphosphoryl azide), O (water), 1,8-diazabicyclo[4.3.0]undec-7-ene. Run in C1(=CC=CC=C1)C (toluene). Run at temperature 25 celsius, time 18 hour. Product: N(=[N+]=[N-])C(C)C1=CC=C(OC2=C(C=C(C=C2)Cl)[N+](=O)[O-])C=C1 (1-[4-(1-Azido-ethyl)-phenoxy]-4-chloro-2-nitro-benzene). The yield is 94.1%. As a reaction SMILES: [Cl:1][C:2]1[CH:17]=[CH:16][C:5]([O:6][C:7]2[CH:12]=[CH:11][C:10]([CH:13](O)[CH3:14])=[CH:9][CH:8]=2)=[C:4]([N+:18]([O-:20])=[O:19])[CH:3]=1.C1(P([N:35]=[N+:36]=[N-:37])(C2C=CC=CC=2)=O)C=CC=CC=1.O>C1(C)C=CC=CC=1>[N:35]([CH:13]([C:10]1[CH:11]=[CH:12][C:7]([O:6][C:5]2[CH:16]=[CH:17][C:2]([Cl:1])=[CH:3][C:4]=2[N+:18]([O-:20])=[O:19])=[CH:8][CH:9]=1)[CH3:14])=[N+:36]=[N-:37]. Procedure: To the product from Example 164b (0.30 g, 1.0 mmol) in toluene (20 mL) was added diphenylphosphoryl azide (0.36 g 6.26 mmol), followed by 1,8-diazabicyclo[4.3.0]undec-7-ene (0.19 g, 1.3 mmol). The mixture is stirred at 25° C. for 18 h. The reaction was poured into water and extracted with ethyl acetate. The combined organic layers are washed with 5% HCl, sat. NaCl (1×), dried over sodium sulfate, filtered and concentrated under vacuum giving the crude title compound. The crude product was purifi...